Task: describe an organic reaction: reactants, conditions, products, and yield. Dataset: the Open Reaction Database (ORD), a public repository of structured organic reaction records The reactants are N1CC(C(=O)OCC2=CC=CC=C2)CCC1 (benzyl nipecotate), COC(=O)C=1C=C(C=CC1)OB(O)O (3-methoxycarbonylphenylboric acid). The product is N1CC(C(=O)OCC2(CC=CC=C2)C2=CC(=CC=C2)C(=O)OC)CCC1 (1-[3-(Methoxycarbonyl)phenyl]benzyl nipecotate). Isolated yield 32.9%. Reaction SMILES: [NH:1]1[CH2:16][CH2:15][CH2:14][CH:3]([C:4]([O:6][CH2:7][C:8]2[CH:13]=[CH:12][CH:11]=[CH:10][CH:9]=2)=[O:5])[CH2:2]1.[CH3:17][O:18][C:19]([C:21]1[CH:22]=[C:23](OB(O)O)[CH:24]=[CH:25][CH:26]=1)=[O:20]>>[NH:1]1[CH2:16][CH2:15][CH2:14][CH:3]([C:4]([O:6][CH2:7][C:8]2([C:25]3[CH:24]=[CH:23][CH:22]=[C:21]([C:19]([O:18][CH3:17])=[O:20])[CH:26]=3)[CH:13]=[CH:12][CH:11]=[CH:10][CH2:9]2)=[O:5])[CH2:2]1. Procedure details: Using benzyl nipecotate (4.39 g, 20.0 mmol) and 3-methoxycarbonylphenylboric acid (7.20 g, 40.0 mmol), the same procedure was followed as in Example 2 to give 2.34 g (33%) of the desired compound as a colorless oil. Reactants: CC(SCCC(F)(F)F)(C(=O)[O-])c1ccc(Cl)cc1, CO, Cl, [Na+], [OH-]. Product: O=C(O)C(SCCC(F)(F)F)c1ccc(Cl)cc1. Reaction SMILES: [CH3:1][C:2]([C:3](=[O:4])[O-:5])([S:6][CH2:7][CH2:8][C:9]([F:10])([F:11])[F:12])[c:13]1[cH:14][cH:15][c:16]([Cl:19])[cH:17][cH:18]1.[CH3:23][OH:24].[ClH:22].[Na+:21].[OH-:20]>>[CH:2]([C:3](=[O:4])[OH:5])([S:6][CH2:7][CH2:8][C:9]([F:10])([F:11])[F:12])[c:13]1[cH:14][cH:15][c:16]([Cl:19])[cH:17][cH:18]1. The reactants are Cc1nc(F)ccc1Br, [C-]#N, CS(C)=O, [Na+], O. The product is Cc1nc(C#N)ccc1Br. Reaction SMILES: [Br:4][c:5]1[c:6]([CH3:12])[n:7][c:8]([F:11])[cH:9][cH:10]1.[C-:1]#[N:2].[CH3:14][S:15]([CH3:16])=[O:17].[Na+:3].[OH2:13]>>[C:1](#[N:2])[c:8]1[n:7][c:6]([CH3:12])[c:5]([Br:4])[cH:10][cH:9]1. The reactants are Cl (hydrochloric acid), C/C(=C/C(=O)O)/C=C/C=C(/C=C/C1=C(CCC(C1(C)C)=O)C)\C ((2Z,4E,6E,8E)-3,7-dimethyl-9-(2,6,6-trimethyl-5-oxo-cyclohex-1-enyl)-nona-2,4,6,8-tetraenoic acid), ice water, [BH4-].[Na+] (sodium borohydride). The solvent is C(C)O (ethanol). Reaction conditions: temperature 0 celsius, time 1 hour. Product: OC1CCC(=C(C1(C)C)/C=C/C(=C/C=C/C(=C\C(=O)O)/C)/C)C ((2Z,4E,6E,8E)-9-(5-hydroxy-2,6,6-trimethyl-cyclohex-1-enyl)-3,7-dimethyl-nona-2,4,6,8-tetraenoic acid). Yield: 69.6%. RXN SMILES: [CH3:1]/[C:2](/[CH:7]=[CH:8]/[CH:9]=[C:10](\[CH3:23])/[CH:11]=[CH:12]/[C:13]1[C:18]([CH3:20])([CH3:19])[C:17](=[O:21])[CH2:16][CH2:15][C:14]=1[CH3:22])=[CH:3]/[C:4]([OH:6])=[O:5].[BH4-].[Na+].Cl>C(O)C>[OH:21][CH:17]1[C:18]([CH3:20])([CH3:19])[C:13](/[CH:12]=[CH:11]/[C:10](/[CH3:23])=[CH:9]/[CH:8]=[CH:7]/[C:2](/[CH3:1])=[CH:3]\[C:4]([OH:6])=[O:5])=[C:14]([CH3:22])[CH2:15][CH2:16]1 |f:1.2|. Procedure details: 0.5 g of (2Z,4E,6E,8E)-3,7-dimethyl-9-(2,6,6-trimethyl-5-oxo-cyclohex-1-enyl)-nona-2,4,6,8-tetraenoic acid was dissolved in 25 ml of ethanol while warming slightly and treated with 100 mg of sodium borohydride while cooling with ice. After stirring at 0° C. for 1 hour the reaction mixture was poured on to ice-water, acidified with 2N hydrochloric acid and extracted with ethyl acetate. The organic phases were washed (H2O), dried (Na2SO4) and evaporated. The amorphous residue was filtered over a s... Reactants: C(C)(C)(C)OC(=O)N1C(=CC2=CC=C(C=C12)O[Si](C)(C)C(C)(C)C)C=1C2=C(N(N1)C(=O)OC(C)(C)C)C=C(S2)C(O[SiH2]C(C)(C)C)(C)C (2-[1-tert-butoxycarbonyl-5-(tert-butyl-dimethyl-silanyloxymethyl)-1H-thieno[3,2-c]pyrazol-3-yl]-6-(tert-butyl-dimethyl-silanyloxy)-indole-1-carboxylic acid tert-butyl ester), C(C)(C)(C)OC(=O)N1C(=CC2=CC=C(C=C12)O[Si](C)(C)C(C)(C)C)C=1C2=C(N(N1)C(=O)OC(C)(C)C)C=C(S2)C(O[SiH2]C(C)(C)C)(C)C (2-[1-tert-butoxycarbonyl-5-(tert-butyl-dimethyl-silanyloxymethyl)-1H-thieno[3,2-c]pyrazol-3-yl]-6-(tert-butyl-dimethyl-silanyloxy)-indole-1-carboxylic acid tert-butyl ester), CCCC[N+](CCCC)(CCCC)CCCC.[F-] (TBAF). The solvent is O (water), O1CCCC1 (tetrahydrofuran), O1CCCC1 (tetrahydrofuran). Reaction conditions: temperature 0 celsius. The product is C(C)(C)(C)OC(=O)N1C(=CC2=CC=C(C=C12)O)C=1C2=C(N(N1)C(=O)OC(C)(C)C)C=C(S2)CO (2-(1-tert-butoxycarbonyl-5-hydroxymethyl-1H-thieno[3,2-c]pyrazol-3-yl)-6-hydroxy-indole-1-carboxylic acid tert-butyl ester), Intermediate ( 76 ). As a reaction SMILES: [C:1]([O:5][C:6]([N:8]1[C:16]2[C:11](=[CH:12][CH:13]=[C:14]([O:17][Si](C(C)(C)C)(C)C)[CH:15]=2)[CH:10]=[C:9]1[C:25]1[C:26]2[S:39][C:38]([C:40](C)(C)[O:41][SiH2]C(C)(C)C)=[CH:37][C:27]=2[N:28]([C:30]([O:32][C:33]([CH3:36])([CH3:35])[CH3:34])=[O:31])[N:29]=1)=[O:7])([CH3:4])([CH3:3])[CH3:2].CCCC[N+](CCCC)(CCCC)CCCC.[F-]>O1CCCC1.O>[C:1]([O:5][C:6]([N:8]1[C:16]2[C:11](=[CH:12][CH:13]=[C:14]([OH:17])[CH:15]=2)[CH:10]=[C:9]1[C:25]1[C:26]2[S:39][C:38]([CH2:40][OH:41])=[CH:37][C:27]=2[N:28]([C:30]([O:32][C:33]([CH3:34])([CH3:35])[CH3:36])=[O:31])[N:29]=1)=[O:7])([CH3:2])([CH3:3])[CH3:4] |f:1.2|. Procedure: To a solution of 2-[1-tert-butoxycarbonyl-5-(tert-butyl-dimethyl-silanyloxymethyl)-1H-thieno[3,2-c]pyrazol-3-yl]-6-(tert-butyl-dimethyl-silanyloxy)-indole-1-carboxylic acid tert-butyl ester [3.2 g, 4.5 mmol, Intermediate (75)] in tetrahydrofuran (30 mL) at 0° C. was added a 1.0 M TBAF solution in tetrahydrofuran. The green solution was stirred at 0° C. until the reaction is complete and was then diluted with water. The resulting mixture was extracted with ethyl acetate. The organic layer was dri...